Dataset: the Open Reaction Database (ORD), a public repository of structured organic reaction records. Task: describe an organic reaction: reactants, conditions, products, and yield The reactants are FC1=CC=C(C=C1)[N+](=O)[O-] (1-fluoro-4-nitrobenzene), NCC(=O)O (glycine). Yields the product C(=O)(O)CNC1=CC=C(C=C1)[N+](=O)[O-] (4-(N-carboxymethyl-amino)-nitrobenzene). As a reaction SMILES: F[C:2]1[CH:7]=[CH:6][C:5]([N+:8]([O-:10])=[O:9])=[CH:4][CH:3]=1.[NH2:11][CH2:12][C:13]([OH:15])=[O:14]>>[C:13]([CH2:12][NH:11][C:2]1[CH:7]=[CH:6][C:5]([N+:8]([O-:10])=[O:9])=[CH:4][CH:3]=1)([OH:15])=[O:14]. Reported procedure: Prepared from 1-fluoro-4-nitrobenzene and glycine